The task is: describe an organic reaction: reactants, conditions, products, and yield. This data is from the Open Reaction Database (ORD), a public repository of structured organic reaction records. The reactants are [OH-].[Na+] (sodium hydroxide), CC(C(=O)OCC(C=1C=NC=CC1)=O)(C)C (2-Oxo-2-pyridin-3-ylethyl 2,2-dimethylpropanoate), O=C[C@H](O)[C@@H](O)[C@H](O)[C@H](O)CO (glucose), CCC(CC)COC(C1=CC=CC=C1)(C2=CC=CC=C2)C(=O)N(C)CC[NH+](C)C.[Cl-] (X-100). The reagents and catalysts are C1=CC(=C[N+](=C1)[C@H]2[C@@H]([C@@H]([C@H](O2)COP(=O)(O)OP(=O)(O)OC[C@@H]3[C@H]([C@H]([C@@H](O3)N4C=NC5=C4N=CN=C5N)OP(=O)(O)O)O)O)O)C(=O)N (NADP). Run at time 2 hour. Product: CC(C(=O)OC[C@@H](C=1C=NC=CC1)O)(C)C ((R)-2-hydroxy-2-pyridin-3-ylethyl 2,2-dimethylpropanoate). The yield is 104.1%. RXN SMILES: [CH3:1][C:2]([CH3:16])([CH3:15])[C:3]([O:5][CH2:6][C:7](=[O:14])[C:8]1[CH:9]=[N:10][CH:11]=[CH:12][CH:13]=1)=[O:4].O=C[C@@H]([C@H]([C@@H]([C@@H](CO)O)O)O)O.CCC(COC(C(N(CC[NH+](C)C)C)=O)(C1C=CC=CC=1)C1C=CC=CC=1)CC.[Cl-].[OH-].[Na+]>C1C=[N+]([C@@H]2O[C@H](COP(OP(OC[C@H]3O[C@@H](N4C5N=CN=C(N)C=5N=C4)[C@H](OP(O)(O)=O)[C@@H]3O)(O)=O)(O)=O)[C@@H](O)[C@H]2O)C=C(C(N)=O)C=1>[CH3:1][C:2]([CH3:16])([CH3:15])[C:3]([O:5][CH2:6][C@H:7]([OH:14])[C:8]1[CH:9]=[N:10][CH:11]=[CH:12][CH:13]=1)=[O:4] |f:2.3,4.5|. Reported procedure: 2-Oxo-2-pyridin-3-ylethyl 2,2-dimethylpropanoate (2 g), 2.8 g of glucose, 2.3 mg of NADP and 0.02 ml of Triton X-100 were added to 20 ml of the same culture fluid as used in Example 11, and the reaction was carried at 30° C. with stirring for 2 hours while adjusting the pH to 6.5 with a 5 N aqueous sodium hydroxide solution. After completion of the reaction, the reaction mixture was extracted with ethyl acetate, and the extract was concentrated under reduced pressure to give 2.1 g of (R)-2-hydro...